This data is from the Open Reaction Database (ORD), a public repository of structured organic reaction records. The task is: describe an organic reaction: reactants, conditions, products, and yield Reactants: CCOC(=O)Cc1ccc2c(c1)sc1nc[nH]c(=O)c12, Cc1ccccc1, CCN(C(C)C)C(C)C, O=P(Cl)(Cl)Cl. The product is CCOC(=O)Cc1ccc2c(c1)sc1ncnc(Cl)c12. Reaction SMILES: [CH2:1]([CH3:2])[O:3][C:4]([CH2:5][c:6]1[cH:7][c:8]2[c:9]([c:10]3[c:11]([n:12][cH:13][nH:14][c:15]3=[O:16])[s:17]2)[cH:18][cH:19]1)=[O:20].[CH3:35][c:36]1[cH:37][cH:38][cH:39][cH:40][cH:41]1.[CH:21]([N:22]([CH:23]([CH3:24])[CH3:25])[CH2:26][CH3:27])([CH3:28])[CH3:29].[P:30]([Cl:31])([Cl:32])([Cl:33])=[O:34]>>[CH2:1]([CH3:2])[O:3][C:4]([CH2:5][c:6]1[cH:7][c:8]2[c:9]([c:10]3[c:11]([n:12][cH:13][n:14][c:15]3[Cl:32])[s:17]2)[cH:18][cH:19]1)=[O:20].